Task: describe an organic reaction: reactants, conditions, products, and yield. Dataset: the Open Reaction Database (ORD), a public repository of structured organic reaction records The reactants are C(C)(C)(C)OC(=O)N1CCC(CC1)C(C1=C(C=CC(=C1)C(F)(F)F)F)=O (4-(2-fluoro-5-trifluromethyl-benzoyl)-piperidine-1-carboxylic acid tert-butyl ester), Cl.NO (hydroxylamine hydrochloride). Run in N1=CC=CC=C1 (pyridine). Run at time 14 hour. Yields the product C(C)(C)(C)OC(=O)N1CCC(CC1)C(=NO)C1=C(C=CC(=C1)C(F)(F)F)F (4-[(2-Fluoro-5-trifluoromethyl-phenyl)-hydroxyimino-methyl]-piperidine-1-carboxylic acid tert-butyl ester). As a reaction SMILES: [C:1]([O:5][C:6]([N:8]1[CH2:13][CH2:12][CH:11]([C:14](=O)[C:15]2[CH:20]=[C:19]([C:21]([F:24])([F:23])[F:22])[CH:18]=[CH:17][C:16]=2[F:25])[CH2:10][CH2:9]1)=[O:7])([CH3:4])([CH3:3])[CH3:2].Cl.[NH2:28][OH:29]>N1C=CC=CC=1>[C:1]([O:5][C:6]([N:8]1[CH2:13][CH2:12][CH:11]([C:14]([C:15]2[CH:20]=[C:19]([C:21]([F:24])([F:23])[F:22])[CH:18]=[CH:17][C:16]=2[F:25])=[N:28][OH:29])[CH2:10][CH2:9]1)=[O:7])([CH3:4])([CH3:3])[CH3:2] |f:1.2|. Reported procedure: A solution of 4-(2-fluoro-5-trifluromethyl-benzoyl)-piperidine-1-carboxylic acid tert-butyl ester (5 g, 0.013M) in pyridine (25 mL) was treated with hydroxylamine hydrochloride (1.11 g, 0.015 M-1.2 eq). The reaction was stirred under N2 at room temperature for 14 hours and then poured onto ice water (250 mL). The mixture was stirred at 0° C. for 1 hour, the product was then filtered off, washed with cold water (3×15 mL) and dried in a vacuum oven at 50° C. A white solid was obtained (5.03 g, 97%... Starting materials: FC=1C(=NC(=NC1)NCCN1C(NCC1)=O)C1=CC2=C(S1)C(=CC=C2)C2=C(C=NC=C2)NC(C(C)(C)C)=O (N-[4-(2-{5-fluoro-2-[2-(2-oxo-imidazolidin-1-yl)-ethylamino]-pyrimidin-4-yl}-benzo[b]thiophen-7-yl)-pyridin-3-yl]-2,2-dimethyl-propionamide), OS(=O)(=O)O (H2SO4), septum. Run in O (water). Run at temperature 90 celsius. Yields the product NC=1C=NC=CC1C1=CC=CC2=C1SC(=C2)C2=NC(=NC=C2F)NCCN2C(NCC2)=O (1-(2-{4-[7-(3-Amino-pyridin-4-yl)benzo[b]thiophen-2-yl]-5-fluoropyrimidin-2-ylamino}ethyl)imidazolidin-2-one). Isolated yield 48.0%. Reaction SMILES: [F:1][C:2]1[C:3]([C:17]2[S:21][C:20]3[C:22]([C:26]4[CH:31]=[CH:30][N:29]=[CH:28][C:27]=4[NH:32]C(=O)C(C)(C)C)=[CH:23][CH:24]=[CH:25][C:19]=3[CH:18]=2)=[N:4][C:5]([NH:8][CH2:9][CH2:10][N:11]2[CH2:15][CH2:14][NH:13][C:12]2=[O:16])=[N:6][CH:7]=1.OS(O)(=O)=O>O>[NH2:32][C:27]1[CH:28]=[N:29][CH:30]=[CH:31][C:26]=1[C:22]1[C:20]2[S:21][C:17]([C:3]3[C:2]([F:1])=[CH:7][N:6]=[C:5]([NH:8][CH2:9][CH2:10][N:11]4[CH2:15][CH2:14][NH:13][C:12]4=[O:16])[N:4]=3)=[CH:18][C:19]=2[CH:25]=[CH:24][CH:23]=1. Procedure: Transfer the amide intermediate to a 40 mL septum capped vial. Add a magnetic stir bar and charge water (20 mL) and concentrated H2SO4 (5 mL) to the vial. Warm the vial to 90° C. in an oil bath for 5 hours. Cool the reaction to room temperature and pass through an SCX (10 g) column. Elute with water/methanol 1:1, then 100% methanol, then 1:1 dichloromethane/methanol, and finally elute the product off with 10% 2 M ammonia in methanol/90% dichloromethane. Concentrate in vacuo. Chromatograph on sil... Reactants: CCN1CCCC(O)C1, COc1ccc(Nc2nc(Cl)nc(NC3CCCCCC3)n2)cc1Cl, [Na+], [OH-], c1ccccc1. The product is CCN1CCCC(Oc2nc(Nc3ccc(OC)c(Cl)c3)nc(NC3CCCCCC3)n2)C1. As a reaction SMILES: [CH2:1]([CH3:2])[N:3]1[CH2:4][CH:5]([OH:9])[CH2:6][CH2:7][CH2:8]1.[Cl:12][c:13]1[n:14][c:15]([NH:29][CH:30]2[CH2:31][CH2:32][CH2:33][CH2:34][CH2:35][CH2:36]2)[n:16][c:17]([NH:19][c:20]2[cH:21][c:22]([Cl:28])[c:23]([O:26][CH3:27])[cH:24][cH:25]2)[n:18]1.[Na+:11].[OH-:10].[cH:37]1[cH:38][cH:39][cH:40][cH:41][cH:42]1>>[CH2:1]([CH3:2])[N:3]1[CH2:4][CH:5]([O:9][c:13]2[n:14][c:15]([NH:29][CH:30]3[CH2:31][CH2:32][CH2:33][CH2:34][CH2:35][CH2:36]3)[n:16][c:17]([NH:19][c:20]3[cH:21][c:22]([Cl:28])[c:23]([O:26][CH3:27])[cH:24][cH:25]3)[n:18]2)[CH2:6][CH2:7][CH2:8]1. The reactants are FC1=CC=C(C=C1)C=1N=CN2C[C@@]3([C@H](CCCC3=CC21)CC(O)OC)C (2-((5aR,6R)-1-(4-fluorophenyl)-5a-methyl-5,5a,6,7,8,9-hexahydroimidazo[1,5-b]isoquinolin-6-yl)-1-methoxyethanol), S1C(=NN=C1)N (1,3,4-thiadiazol-2-amine), C(Cl)Cl (methylene chloride), C(C)(=O)O[BH-](OC(C)=O)OC(C)=O.[Na+] (sodium triacetoxyborohydride). The reagents and catalysts are Cl[Ti](OC(C)C)(OC(C)C)OC(C)C (chlorotriisopropoxytitanium). The solvent is C(C)(=O)OCC (ethyl acetate), CC(=O)C (acetone). Run at time 1 hour. The product is FC1=CC=C(C=C1)C=1N=CN2C[C@@]3([C@H](CCCC3=CC21)CCNC=2SC=NN2)C (N-(2-((5aR,6R)-1-(4-fluorophenyl)-5a-methyl-5,5a,6,7,8,9-hexahydroimidazo[1,5-b]isoquinolin-6-yl)ethyl)-1,3,4-thiadiazol-2-amine). The yield is 30.0%. Reaction SMILES: [F:1][C:2]1[CH:7]=[CH:6][C:5]([C:8]2[N:9]=[CH:10][N:11]3[C:20]=2[CH:19]=[C:18]2[C@@:13]([CH3:26])([C@@H:14]([CH2:21][CH:22](OC)O)[CH2:15][CH2:16][CH2:17]2)[CH2:12]3)=[CH:4][CH:3]=1.[S:27]1[CH:31]=[N:30][N:29]=[C:28]1[NH2:32].C(Cl)Cl.C(O[BH-](OC(=O)C)OC(=O)C)(=O)C.[Na+]>C(OCC)(=O)C.Cl[Ti](OC(C)C)(OC(C)C)OC(C)C.CC(C)=O>[F:1][C:2]1[CH:7]=[CH:6][C:5]([C:8]2[N:9]=[CH:10][N:11]3[C:20]=2[CH:19]=[C:18]2[C@@:13]([CH3:26])([C@@H:14]([CH2:21][CH2:22][NH:32][C:28]4[S:27][CH:31]=[N:30][N:29]=4)[CH2:15][CH2:16][CH2:17]2)[CH2:12]3)=[CH:4][CH:3]=1 |f:3.4|. Procedure: To a stirred mixture of 2-((5aR,6R)-1-(4-fluorophenyl)-5a-methyl-5,5a,6,7,8,9-hexahydroimidazo[1,5-b]isoquinolin-6-yl)-1-methoxyethanol (18 mg, 0.05 mmol), 1,3,4-thiadiazol-2-amine (10 mg, 0.1 mmol), and anhydrous methylene chloride (0.5 mL) was added chlorotriisopropoxytitanium solution (1 M in hexanes, 0.2 mL, 0.2 mmol) at RT under nitrogen. The mixture was stirred at RT for 15 min before sodium triacetoxyborohydride (106 mg, 0.5 mmol) was added. The mixture was stirred at RT for 1 hr and quen... Starting materials: CSC1=C(C=CC(=O)O)C=CC=C1CCCCCC (2-methylthio-3-n-hexylcinnamic acid), C(C(=O)Cl)(=O)Cl (oxalyl chloride), CN(C)C=O (DMF). Solvent: C(Cl)Cl (CH2Cl2). Reaction conditions: time 2 hour. Product: CSC1=C(C=CC(=O)Cl)C=CC=C1CCCCCC (2-methylthio-3-n-hexylcinnamic acid chloride). Reaction SMILES: [CH3:1][S:2][C:3]1[C:13]([CH2:14][CH2:15][CH2:16][CH2:17][CH2:18][CH3:19])=[CH:12][CH:11]=[CH:10][C:4]=1[CH:5]=[CH:6][C:7](O)=[O:8].C(Cl)(=O)C([Cl:23])=O.CN(C=O)C>C(Cl)Cl>[CH3:1][S:2][C:3]1[C:13]([CH2:14][CH2:15][CH2:16][CH2:17][CH2:18][CH3:19])=[CH:12][CH:11]=[CH:10][C:4]=1[CH:5]=[CH:6][C:7]([Cl:23])=[O:8]. Reported procedure: To 2-methylthio-3-n-hexylcinnamic acid (1.39 g, 0.005 mmol) in 25 ml of CH2Cl2 is added oxalyl chloride (0.9, 0.01 mmol) and DMF (0.365 g, 0.005 mmol) with cooling in an ice bath. The bath was removed and the reaction mixture stirred at room temperature for 2 hours to afford 2-methylthio-3-n-hexylcinnamic acid chloride. The reactants are CCOC(=O)CC(C)(C)CC(=O)C(C#N)c1ccc(C)cc1, CC(=O)O, CC(C)OC(C)C, O, O=S(=O)(O)O. Yields the product Cc1ccc(C2C(=O)CC(C)(C)CC2=O)cc1. As a reaction SMILES: [CH3:1][c:2]1[cH:3][cH:4][c:5]([CH:8]([C:9]([CH2:10][C:11]([CH2:12][C:13]([O:15][CH2:17][CH3:21])=[O:22])([CH3:18])[CH3:19])=[O:20])[C:14]#[N:16])[cH:6][cH:7]1.[CH3:36][C:37](=[O:38])[OH:39].[CH:29]([O:30][CH:31]([CH3:32])[CH3:33])([CH3:34])[CH3:35].[OH2:23].[S:24](=[O:25])(=[O:26])([OH:27])[OH:28]>>[CH3:1][c:2]1[cH:3][cH:4][c:5]([CH:8]2[C:9](=[O:20])[CH2:10][C:11]([CH3:18])([CH3:19])[CH2:12][C:13]2=[O:15])[cH:6][cH:7]1. Reactants: NC=1C=C(C=CC1)C1=NN2C(C(N1)=O)=C(N=C2C2CCCC2)CC (2-(3-Aminophenyl)-7-cyclopentyl-5-ethylimidazo[5,1-f][1,2,4]triazin-4(3H)-one), C(C1=CC=CC=C1)(=O)Cl (benzoyl chloride). Procedure details: In analogy to the procedure for Example 31, 50 mg (0.15 mmol) 2-(3-aminophenyl)-7-cyclopentyl-5-ethylimidazo[5,1-f][1,2,4]triazin-4(3H)-one (Example 29), 43 mg (0.31 mmol) benzoyl chloride and proportionate amounts of the other reagents are used. As a reaction SMILES: [NH2:1][C:2]1[CH:3]=[C:4]([C:8]2[NH:13][C:12](=[O:14])[C:11]3=[C:15]([CH2:23][CH3:24])[N:16]=[C:17]([CH:18]4[CH2:22][CH2:21][CH2:20][CH2:19]4)[N:10]3[N:9]=2)[CH:5]=[CH:6][CH:7]=1.[C:25](Cl)(=[O:32])[C:26]1[CH:31]=[CH:30][CH:29]=[CH:28][CH:27]=1>>[C:25]([N:1]([C:2]1[CH:7]=[CH:6][CH:5]=[C:4]([C:8]2[NH:13][C:12](=[O:14])[C:11]3=[C:15]([CH2:23][CH3:24])[N:16]=[C:17]([CH:18]4[CH2:22][CH2:21][CH2:20][CH2:19]4)[N:10]3[N:9]=2)[CH:3]=1)[C:25](=[O:32])[C:26]1[CH:31]=[CH:30][CH:29]=[CH:28][CH:27]=1)(=[O:32])[C:26]1[CH:31]=[CH:30][CH:29]=[CH:28][CH:27]=1. Yields the product C(C1=CC=CC=C1)(=O)N(C(C1=CC=CC=C1)=O)C1=CC(=CC=C1)C1=NN2C(C(N1)=O)=C(N=C2C2CCCC2)CC (N-Benzoyl-N-[3-(7-cyclopentyl-5-ethyl-4-oxo-3,4-dihydroimidazo[5,1-f][1,2,4]-triazin-2-yl)phenyl]benzamide). The reactants are C(C)(C)(C)OC1=NC(=CN=C1)CCN1CC(CCC1)COC1=C(C=CC=C1)F (2-tert-butoxy-6-[2-[3-(2-fluorophenoxymethyl)piperidino]ethyl]pyrazine), ClCCl (dichloromethane), C([O-])(O)=O.[Na+] (sodium bicarbonate). Run in C(C)(=O)OCC (ethyl acetate), Cl.C(C)(=O)OCC (hydrogen chloride ethyl acetate). Run at time 30 minute. Yields the product FC1=C(OCC2CN(CCC2)CCC2=CN=CC(N2)=O)C=CC=C1 (6-[2-[3-(2-Fluorophenoxymethyl)piperidino]ethyl]-1H-pyrazin-2-one). Yield: 78.9%. As a reaction SMILES: C([O:5][C:6]1[CH:11]=[N:10][CH:9]=[C:8]([CH2:12][CH2:13][N:14]2[CH2:19][CH2:18][CH2:17][CH:16]([CH2:20][O:21][C:22]3[CH:27]=[CH:26][CH:25]=[CH:24][C:23]=3[F:28])[CH2:15]2)[N:7]=1)(C)(C)C.C(=O)(O)[O-].[Na+].ClCCl>C(OCC)(=O)C.Cl.C(OCC)(=O)C>[F:28][C:23]1[CH:24]=[CH:25][CH:26]=[CH:27][C:22]=1[O:21][CH2:20][CH:16]1[CH2:17][CH2:18][CH2:19][N:14]([CH2:13][CH2:12][C:8]2[NH:7][C:6](=[O:5])[CH:11]=[N:10][CH:9]=2)[CH2:15]1 |f:1.2,5.6|. Procedure: After dissolving 160 mg of 2-tert-butoxy-6-[2-[3-(2-fluorophenoxymethyl)piperidino]ethyl]pyrazine in 2 ml of ethyl acetate, 2 ml of 4N hydrogen chloride/ethyl acetate was added, and the mixture was allowed to stand at room temperature for 30 minutes. Aqueous sodium bicarbonate solution was added to the reaction solution and extraction was performed with dichloromethane. After drying over anhydrous magnesium sulfate, the solvent was distilled off under reduced pressure. The residue was dissolved ... Starting materials: Brc1cccc2cc[nH]c12, OB(O)c1ccccc1F. Product: Fc1ccccc1-c1cccc2cc[nH]c12. As a reaction SMILES: [Br:1][c:2]1[cH:3][cH:4][cH:5][c:6]2[cH:7][cH:8][nH:9][c:10]12.[F:11][c:12]1[c:13]([B:18]([OH:19])[OH:20])[cH:14][cH:15][cH:16][cH:17]1>>[c:2]1(-[c:13]2[c:12]([F:11])[cH:17][cH:16][cH:15][cH:14]2)[cH:3][cH:4][cH:5][c:6]2[cH:7][cH:8][nH:9][c:10]12. The reactants are C1(=CC=CC=C1)C(N1CCN(CC1)CC=1C=C(C(=CC1)NC)N)C1=CC=CC=C1 (4-[4-(diphenylmethyl)-1-piperazinylmethyl]-N1 -methyl-1,2-benzenediamine), NC(=O)N (urea), C (charcoal). Solvent: 150, O (water), Cl (hydrochloric acid). Reaction conditions: temperature 190 celsius. Yields the product C1(=CC=CC=C1)C(N1CCN(CC1)CC1=CC2=C(N(C(N2)=O)C)C=C1)C1=CC=CC=C1 (5-[ 4-(diphenylmethyl)-1-piperazinylmethyl]-1,3-dihydro-1-methyl-2H-benzimidazol-2-one). RXN SMILES: [C:1]1([CH:7]([C:24]2[CH:29]=[CH:28][CH:27]=[CH:26][CH:25]=2)[N:8]2[CH2:13][CH2:12][N:11]([CH2:14][C:15]3[CH:16]=[C:17](N)[C:18](NC)=[CH:19][CH:20]=3)[CH2:10][CH2:9]2)[CH:6]=[CH:5][CH:4]=[CH:3][CH:2]=1.[NH2:30][C:31]([NH2:33])=[O:32].[CH4:34]>O.Cl>[C:24]1([CH:7]([C:1]2[CH:6]=[CH:5][CH:4]=[CH:3][CH:2]=2)[N:8]2[CH2:13][CH2:12][N:11]([CH2:14][C:15]3[CH:20]=[CH:19][C:18]4[N:30]([CH3:34])[C:31](=[O:32])[NH:33][C:17]=4[CH:16]=3)[CH2:10][CH2:9]2)[CH:29]=[CH:28][CH:27]=[CH:26][CH:25]=1. Procedure: A mixture of 4.64 parts of 4-[4-(diphenylmethyl)-1-piperazinylmethyl]-N1 -methyl-1,2-benzenediamine and 1.2 parts of urea is stirred and heated for 1.50 hours at 190° C. The reaction mixture is cooled and dissolved in a mixture of 150 parts of water and 6 parts of a hydrochloric acid solution 10 N. The solution is treated with activated charcoal. The latter is filtered off and the filtrate is alkalized with a sodium hydroxide solution 5 N. The product is extracted three times with dichloromethan...